Task: describe an organic reaction: reactants, conditions, products, and yield. Dataset: the Open Reaction Database (ORD), a public repository of structured organic reaction records Reactants: [Al+3], CCCCCCOC(=O)C(C)(OCCCCCC)OCCCCCC, CCOCC, [H-], [H-], [H-], [H-], [Li+]. The product is CCCCCCOC(C)(CO)OCCCCCC. As a reaction SMILES: [Al+3:2].[CH2:7]([CH2:8][CH2:9][CH2:10][CH2:11][CH3:12])[O:13][C:14]([C:15](=[O:16])[O:17][CH2:18][CH2:19][CH2:20][CH2:21][CH2:22][CH3:23])([CH3:24])[O:25][CH2:26][CH2:27][CH2:28][CH2:29][CH2:30][CH3:31].[CH3:32][CH2:33][O:34][CH2:35][CH3:36].[H-:1].[H-:4].[H-:5].[H-:6].[Li+:3]>>[CH2:7]([CH2:8][CH2:9][CH2:10][CH2:11][CH3:12])[O:13][C:14]([CH2:15][OH:16])([CH3:24])[O:25][CH2:26][CH2:27][CH2:28][CH2:29][CH2:30][CH3:31]. Run in C(C)(=O)O (acetic acid). Run at temperature 100 celsius, time 30 minute. The product is NC1=C(C(=O)NCC2=C(C=C(C=C2)Br)F)C=CC(=C1)Br (2-amino-4-bromo-N-(4-bromo-2-fluorobenzyl)benzamide). Starting materials: BrC1=CC(=C(C(=O)NCC2=C(C=C(C=C2)Br)F)C=C1)[N+](=O)[O-] (4-bromo-N-(4-bromo-2-fluorobenzyl)-2-nitrobenzamide), [OH-].[Na+] (sodium hydroxide). The yield is 98.0%. Procedure details: A mixture of 4-bromo-N-(4-bromo-2-fluorobenzyl)-2-nitrobenzamide (3.4 g) and iron (1.45 g) in acetic acid (66 ml) was stirred at 100° C. for 30 minutes. After cooling, iron was filtered off. The filtrate was evaporated to give a residue, which was made alkaline with aqueous 1N sodium hydroxide and extracted with ethyl acetate. The extract was washed with water and dried. Removal of the solvent gave 2-amino-4-bromo-N-(4-bromo-2-fluorobenzyl)benzamide (3.10 g). Reaction SMILES: [Br:1][C:2]1[CH:19]=[CH:18][C:5]([C:6]([NH:8][CH2:9][C:10]2[CH:15]=[CH:14][C:13]([Br:16])=[CH:12][C:11]=2[F:17])=[O:7])=[C:4]([N+:20]([O-])=O)[CH:3]=1.[OH-].[Na+]>C(O)(=O)C.[Fe]>[NH2:20][C:4]1[CH:3]=[C:2]([Br:1])[CH:19]=[CH:18][C:5]=1[C:6]([NH:8][CH2:9][C:10]1[CH:15]=[CH:14][C:13]([Br:16])=[CH:12][C:11]=1[F:17])=[O:7] |f:1.2|. The reagents and catalysts are [Fe] (iron). Starting materials: C=CCOC(=O)CCCC=CCC1C(OC2CCCCO2)CC(OC2CCCCO2)C1COC(=S)NCc1cccc(Cl)c1, C1CCOC1, [Li+], [OH-], O. Product: O=C(O)CCCC=CCC1C(OC2CCCCO2)CC(OC2CCCCO2)C1COC(=S)NCc1cccc(Cl)c1. RXN SMILES: [CH2:1]([CH:2]=[CH2:3])[O:4][C:5]([CH2:6][CH2:7][CH2:8][CH:9]=[CH:10][CH2:11][CH:12]1[CH:13]([CH2:31][O:32][C:33]([NH:34][CH2:35][c:36]2[cH:37][c:38]([Cl:42])[cH:39][cH:40][cH:41]2)=[S:43])[CH:14]([O:24][CH:25]2[O:26][CH2:27][CH2:28][CH2:29][CH2:30]2)[CH2:15][CH:16]1[O:17][CH:18]1[O:19][CH2:20][CH2:21][CH2:22][CH2:23]1)=[O:44].[CH2:47]1[O:48][CH2:49][CH2:50][CH2:51]1.[Li+:45].[OH-:46].[OH2:52]>>[O:4]=[C:5]([CH2:6][CH2:7][CH2:8][CH:9]=[CH:10][CH2:11][CH:12]1[CH:13]([CH2:31][O:32][C:33]([NH:34][CH2:35][c:36]2[cH:37][c:38]([Cl:42])[cH:39][cH:40][cH:41]2)=[S:43])[CH:14]([O:24][CH:25]2[O:26][CH2:27][CH2:28][CH2:29][CH2:30]2)[CH2:15][CH:16]1[O:17][CH:18]1[O:19][CH2:20][CH2:21][CH2:22][CH2:23]1)[OH:44]. Starting materials: C(=O)C=C (acrolein), C(C)(C)NC(C)C (diisopropylamine), solution, C(CCC)[Li] (n-butyllithium), BrC1=C(C=C(C=C1)F)F (1-bromo-2,4-difluorobenzene), ice, OS(=O)(=O)O (H2SO4). The solvent is C1CCOC1 (THF), C1CCOC1 (THF), CCCCCC (hexane), C1CCOC1 (THF). Reaction conditions: temperature -10 celsius, time 10 minute. Product: BrC=1C(=C(C(=CC1)F)C(O)C=C)F (3-Bromo-α-ethenyl-2,6-difluorobenzenemethanol). RXN SMILES: C([Li])CCC.C(NC(C)C)(C)C.[Br:13][C:14]1[CH:19]=[CH:18][C:17]([F:20])=[CH:16][C:15]=1[F:21].[CH:22]([CH:24]=[CH2:25])=[O:23].OS(O)(=O)=O>CCCCCC.C1COCC1>[Br:13][C:14]1[C:15]([F:21])=[C:16]([CH:22]([CH:24]=[CH2:25])[OH:23])[C:17]([F:20])=[CH:18][CH:19]=1. Procedure details: 121.1 ml (0.194 mol) of a 1.6M solution of n-butyllithium in hexane are added dropwise to a solution, cooled to -10° C., of 21.5 g (0.212 mol) of diisopropylamine in 194 ml of anhydrous THF. The mixture is stirred for 10 min at -10° C. under a nitrogen atmosphere, is then cooled to -76° C. and a solution of 37.4 g (0.194 mol) of 1-bromo-2,4-difluorobenzene in 270 ml of anhydrous THF is added dropwise over 30 minutes, at a temperature below -70° C. The mixture is stirred for 2 minutes at -70° C. ...